This data is from the Open Reaction Database (ORD), a public repository of structured organic reaction records. The task is: describe an organic reaction: reactants, conditions, products, and yield Reaction SMILES: [C:19](=[O:20])([O-:21])[O-:22].[CH3:10][c:11]1[cH:12][cH:13][c:14]([CH2:15][Cl:16])[cH:17][cH:18]1.[CH3:27][C:28](=[O:29])[CH3:30].[I-:26].[K+:23].[K+:24].[Na+:25].[OH:1][c:2]1[cH:3][c:4]([CH:5]=[O:6])[cH:7][cH:8][cH:9]1>>[O:1]([c:2]1[cH:3][c:4]([CH:5]=[O:6])[cH:7][cH:8][cH:9]1)[CH2:15][c:14]1[cH:13][cH:12][c:11]([CH3:10])[cH:18][cH:17]1. Reactants: O=C([O-])[O-], Cc1ccc(CCl)cc1, CC(C)=O, [I-], [K+], [K+], [Na+], O=Cc1cccc(O)c1. The product is Cc1ccc(COc2cccc(C=O)c2)cc1.